Dataset: the Open Reaction Database (ORD), a public repository of structured organic reaction records. Task: describe an organic reaction: reactants, conditions, products, and yield Starting materials: [OH-].[K+] (potassium hydroxide), C1(O)=CC=C(O)C=C1 (hydroquinone), BrCCC=C (4-bromo-1-butene). Solvent: C(C)O (ethanol). Product: C(CC=C)OC1=CC=C(C=C1)O (4-(3-butenyloxy)phenol). As a reaction SMILES: [OH-].[K+].[C:3]1([CH:10]=[CH:9][C:7]([OH:8])=[CH:6][CH:5]=1)[OH:4].Br[CH2:12][CH2:13][CH:14]=[CH2:15]>C(O)C>[CH2:15]([O:4][C:3]1[CH:10]=[CH:9][C:7]([OH:8])=[CH:6][CH:5]=1)[CH2:14][CH:13]=[CH2:12] |f:0.1|. Procedure: In a three-necked flask equipped with a dropping funnel, a mixture composed of potassium hydroxide (27 mmol) and hydroquinone (45 mmol) is dissolved in 400 ml of absolute ethanol by heating. Add 4-bromo-1-butene (Aldrich) (18 mmol) dropwise. Maintain at reflux for 4 hours. After being cooled and filtered the solvent is evaporated. The mixture is taken up in a solution of ice-cold water. That dissolves a part of the hydroquinone and leads to the appearance of a precipitate containing the desired ... Reactants: N1C=NC=C1.[Na] (sodium imidazole), BrCCCCCCC=C (8-bromo-1-octene), CN(C)C=O (DMF). Conditions: time 4 hour. The product is Br.BrC(CN1C=NC=C1)CCCCCC (1-(2-bromooctyl)imidazole hydrobromide). RXN SMILES: [NH:1]1[CH:5]=CN=C1.[Na].[Br:7][CH2:8][CH2:9][CH2:10][CH2:11][CH2:12][CH2:13][CH:14]=C.[CH3:16][N:17]([CH:19]=O)[CH3:18]>>[BrH:7].[Br:7][CH:8]([CH2:9][CH2:10][CH2:11][CH2:12][CH2:13][CH3:14])[CH2:16][N:17]1[CH:19]=[CH:5][N:1]=[CH:18]1 |f:0.1,4.5,^1:5|. Procedure: Combine sodium imidazole (5 g) and 8-bromo-1-octene (5 g) in DMF and stir overnight. Partition the reaction product between water and dichloromethane, evaporate the organic layer and purify the resultant residue on a silica gel column. Add the imidazole compound (4.6 g) and phenol (1 g) to dichloromethane (250 ml), saturate the solution with HBr gas and stir for 4 hours. Evaporate the solvent and wash the residue with THF: hexane (1:1) to obtain 1-(2-bromooctyl)imidazole hydrobromide. The reactants are CCOC(=O)COc1ccc(Sc2cc(C#Cc3ccc(Cl)cc3)cc(OCC3CCN(C)CC3)c2)cc1Cl, CCO, Cl, [Na+], [OH-]. The product is CN1CCC(COc2cc(C#Cc3ccc(Cl)cc3)cc(Sc3ccc(OCC(=O)O)c(Cl)c3)c2)CC1. Reaction SMILES: [CH2:1]([CH3:2])[O:3][C:4]([CH2:5][O:6][c:7]1[c:8]([Cl:38])[cH:9][c:10]([S:13][c:14]2[cH:15][c:16]([C:29]#[C:30][c:31]3[cH:32][cH:33][c:34]([Cl:37])[cH:35][cH:36]3)[cH:17][c:18]([O:20][CH2:21][CH:22]3[CH2:23][CH2:24][N:25]([CH3:28])[CH2:26][CH2:27]3)[cH:19]2)[cH:11][cH:12]1)=[O:39].[CH3:43][CH2:44][OH:45].[ClH:42].[Na+:41].[OH-:40]>>[O:3]=[C:4]([CH2:5][O:6][c:7]1[c:8]([Cl:38])[cH:9][c:10]([S:13][c:14]2[cH:15][c:16]([C:29]#[C:30][c:31]3[cH:32][cH:33][c:34]([Cl:37])[cH:35][cH:36]3)[cH:17][c:18]([O:20][CH2:21][CH:22]3[CH2:23][CH2:24][N:25]([CH3:28])[CH2:26][CH2:27]3)[cH:19]2)[cH:11][cH:12]1)[OH:39].